This data is from the Open Reaction Database (ORD), a public repository of structured organic reaction records. The task is: describe an organic reaction: reactants, conditions, products, and yield Reported procedure: contacting glucosamine hydrochloride with a sulfate of said metal in the presence of water to form an aqueous solution of glucosamine sulfate metal chloride; and As a reaction SMILES: Cl.[OH:2][CH:3]1[O:11][C@H:10]([CH2:12][OH:13])[C@@H:8]([OH:9])[C@H:6]([OH:7])[C@H:4]1[NH2:5].[S:14]([O-:18])([O-:17])(=[O:16])=[O:15]>O>[S:14]([OH:18])([OH:17])(=[O:16])=[O:15].[OH:2][CH:3]1[O:11][C@H:10]([CH2:12][OH:13])[C@@H:8]([OH:9])[C@H:6]([OH:7])[C@H:4]1[NH2:5] |f:0.1,4.5|. The reactants are Cl.OC1[C@H](N)[C@@H](O)[C@H](O)[C@H](O1)CO (glucosamine hydrochloride), S(=O)(=O)([O-])[O-] (sulfate). The product is S(=O)(=O)(O)O.OC1[C@H](N)[C@@H](O)[C@H](O)[C@H](O1)CO (glucosamine sulfate). The solvent is O (water). Starting materials: C=C(CCl)COc1ccc(C(C)=O)cc1C=O, CC(C)=O, [I-], [Na+], O. The product is C=C(CI)COc1ccc(C(C)=O)cc1C=O. Reaction SMILES: [C:3]([CH3:4])(=[O:5])[c:6]1[cH:7][cH:8][c:9]([O:14][CH2:15][C:16](=[CH2:17])[CH2:18][Cl:19])[c:10]([CH:11]=[O:12])[cH:13]1.[CH3:21][C:22](=[O:23])[CH3:24].[I-:2].[Na+:1].[OH2:20]>>[I:2][CH2:18][C:16]([CH2:15][O:14][c:9]1[cH:8][cH:7][c:6]([C:3]([CH3:4])=[O:5])[cH:13][c:10]1[CH:11]=[O:12])=[CH2:17]. The reactants are [Na] (sodium), ClC=1C(=NSN1)C=1C=NC=CC1 (3-(4-chloro-1,2,5-thiadiazol-3-yl)pyridine), C(CC(C)C)O (isopentanol). Run at temperature 50 celsius, time 2 hour. The product is C(CC(C)C)OC=1C(=NSN1)C=1C=NC=CC1 (3-(4-isopentyloxy-1,2,5-thiadiazol-3-yl)pyridine). Reaction SMILES: [Na].Cl[C:3]1[C:4]([C:8]2[CH:9]=[N:10][CH:11]=[CH:12][CH:13]=2)=[N:5][S:6][N:7]=1.[CH2:14]([OH:19])[CH2:15][CH:16]([CH3:18])[CH3:17]>>[CH2:14]([O:19][C:3]1[C:4]([C:8]2[CH:9]=[N:10][CH:11]=[CH:12][CH:13]=2)=[N:5][S:6][N:7]=1)[CH2:15][CH:16]([CH3:18])[CH3:17] |^1:0|. Procedure: To a solution of sodium (230 mg, 10 mmol) in isopentanol (20 ml) was added 3-(4-chloro-1,2,5-thiadiazol-3-yl)pyridine (490 mg, 2.5 mmol). The mixture was stirred at 50° C. for 2 h and evaporated. The residue was dissolved in water and extracted with ether. The combined organic phases were dried and evaporated to give the wanted compound. Yield: 62.5%. Conditions: time 2 hour. The reactants are C(C)(C)(C)C=1N=C(SC1)NC(=O)C1=CC=2N(C(C(=C(N2)N2CC(CCC2)C(=O)N(C)C)C=O)=O)C=C1 (N8-[4-(tert-butyl)-1,3-thiazol-2-yl]-2-{3-[(dimethylamino)carbonyl]-piperidino}-3-formyl-4-oxo-4 H-pyrido[1,2-a]pyrimidine-8-carboxamide), C(C)(C)(C)C=1N=C(SC1)NC(=O)C1=CC=2N(C(C(=C(N2)N2CC(CCC2)C(=O)N(C)C)C=O)=O)C=C1 (N8-[4-(tert-Butyl)-1,3-thiazol-2-yl]-2-{3-[(dimethylamino)carbonyl]piperidino}-3-formyl-4-oxo-4 H-pyrido[1,2-a]pyrimidine-8-carboxamide), FC(COP(OCC(F)(F)F)(=O)CC(=O)OC)(F)F (bis(2,2,2-trifluoroethyl)-(methoxycarbonylmethyl)phosphonate), N12CCCCCC2=NCCC1 (1,8-diazabicyclo-[5,4,0]undec-7-ene), [Cl-].[Li+] (lithium chloride). Run in O1CCCC1 (tetrahydrofuran). Reported procedure: The N8-[4-(tert-butyl)-1,3-thiazol-2-yl]-2-{3-[(dimethylamino)carbonyl]-piperidino}-3-formyl-4-oxo-4 H-pyrido[1,2-a]pyrimidine-8-carboxamide (84.2 mg, 0.18 mmol) obtained in (B) was dissolved in tetrahydrofuran (10 ml), added with lithium chloride (45.3 mg, 1.07 mmol), and added dropwise with bis(2,2,2-trifluoroethyl)-(methoxycarbonylmethyl)phosphonate (112.9 μl, 0.53 mmol) and 1,8-diazabicyclo-[5,4,0]undec-7-ene (73.4 μl, 0.53 mmol). After the reaction solution was stirred at room temperature f... As a reaction SMILES: [C:1]([C:5]1[N:6]=[C:7]([NH:10][C:11]([C:13]2[CH:36]=[CH:35][N:16]3[C:17](=[O:34])[C:18]([CH:32]=O)=[C:19]([N:21]4[CH2:26][CH2:25][CH2:24][CH:23]([C:27]([N:29]([CH3:31])[CH3:30])=[O:28])[CH2:22]4)[N:20]=[C:15]3[CH:14]=2)=[O:12])[S:8][CH:9]=1)([CH3:4])([CH3:3])[CH3:2].[Cl-].[Li+].FC(F)(F)COP([CH2:51][C:52]([O:54][CH3:55])=[O:53])(=O)OCC(F)(F)F.N12CCCN=C1CCCCC2>O1CCCC1>[C:1]([C:5]1[N:6]=[C:7]([NH:10][C:11]([C:13]2[CH:36]=[CH:35][N:16]3[C:17](=[O:34])[C:18](/[CH:32]=[CH:51]/[C:52]([O:54][CH3:55])=[O:53])=[C:19]([N:21]4[CH2:26][CH2:25][CH2:24][CH:23]([C:27]([N:29]([CH3:30])[CH3:31])=[O:28])[CH2:22]4)[N:20]=[C:15]3[CH:14]=2)=[O:12])[S:8][CH:9]=1)([CH3:4])([CH3:2])[CH3:3] |f:1.2|. Yields the product C(C)(C)(C)C=1N=C(SC1)NC(=O)C1=CC=2N(C(C(=C(N2)N2CC(CCC2)C(=O)N(C)C)/C=C/C(=O)OC)=O)C=C1 (Methyl (E)-3-(8-({[4-(tert-Butyl)-1,3-thiazol-2-yl]amino}carbonyl)-2-{3-[(dimethyl-amino)carbonyl]piperidino}-4-oxo-4 H-pyrido[1,2-a]pyrimidin-3-yl)-2-propenoate). The reactants are N#CCBr, C1CCOC1, C[Si](C)(C)[N-][Si](C)(C)C, [Li+], COC(=O)C1CCC(c2cccc(OCc3ccccc3)c2)N1C(=O)OC(C)(C)C. Product: COC(=O)C1(CC#N)CCC(c2cccc(OCc3ccccc3)c2)N1C(=O)OC(C)(C)C. Reaction SMILES: [Br:41][CH2:42][C:43]#[N:44].[CH2:45]1[O:46][CH2:47][CH2:48][CH2:49]1.[CH3:32][Si:33]([N-:34][Si:35]([CH3:36])([CH3:37])[CH3:38])([CH3:39])[CH3:40].[Li+:31].[c:1]1([CH2:7][O:8][c:9]2[cH:10][c:11]([CH:15]3[CH2:16][CH2:17][CH:18]([C:27](=[O:28])[O:29][CH3:30])[N:19]3[C:20](=[O:21])[O:22][C:23]([CH3:24])([CH3:25])[CH3:26])[cH:12][cH:13][cH:14]2)[cH:2][cH:3][cH:4][cH:5][cH:6]1>>[c:1]1([CH2:7][O:8][c:9]2[cH:10][c:11]([CH:15]3[CH2:16][CH2:17][C:18]([C:27](=[O:28])[O:29][CH3:30])([CH2:42][C:43]#[N:44])[N:19]3[C:20](=[O:21])[O:22][C:23]([CH3:24])([CH3:25])[CH3:26])[cH:12][cH:13][cH:14]2)[cH:2][cH:3][cH:4][cH:5][cH:6]1. Reactants: C(C)(C)(C)N1N=C(C(=C1N)C(=O)N)C (1-tert-butyl-3-methyl-5-amino-1H-pyrazole-4-carboxamide), C1(=CC=CC=C1)CC(=O)OCC (ethyl phenylacetate), O([Na])C (NaOCH3), C(C)O (ethanol). The solvent is C(C)(=O)O (acetic acid), O (water). The product is C(C)(C)(C)N1NC(=C2C1=NC(=NC2=O)CC2=CC=CC=C2)C (1-tert-butyl-3-methyl-6-(phenylmethyl)pyrazolo[3,4-d]pyrimidin-4-one). Isolated yield 35.1%. RXN SMILES: [C:1]([N:5]1[C:9]([NH2:10])=[C:8]([C:11]([NH2:13])=[O:12])[C:7]([CH3:14])=[N:6]1)([CH3:4])([CH3:3])[CH3:2].[C:15]1([CH2:21][C:22](OCC)=O)[CH:20]=[CH:19][CH:18]=[CH:17][CH:16]=1.O(C)[Na].C(O)C>C(O)(=O)C.O>[C:1]([N:5]1[C:9]2=[N:10][C:22]([CH2:21][C:15]3[CH:20]=[CH:19][CH:18]=[CH:17][CH:16]=3)=[N:13][C:11](=[O:12])[C:8]2=[C:7]([CH3:14])[NH:6]1)([CH3:4])([CH3:3])[CH3:2]. Procedure: A mixture of 1-tert-butyl-3-methyl-5-amino-1H-pyrazole-4-carboxamide (1.0 g, 5.1 mmol), ethyl phenylacetate (1.67 g, 10.2 mmol), NaOCH3 (1.74 g, 31 mmol) and ethanol (50 mL) was refluxed for about 3 days. The reaction mixture was stripped to dryness and then the residue was treated with water and then acidified with acetic acid. The product was collected by filtration, washed with water and dried to afford 0.53 g (35%) of 1-tert-butyl-3-methyl-6-(phenylmethyl)pyrazolo[3,4-d]pyrimidin-4-one 1/5 h... The product is O=c1c(CN2CCNCC2)cc(-c2ccc3c(c2)CCO3)nn1CC1CC1. Reaction SMILES: [C:1]([O:2][C:3](=[O:4])[N:8]1[CH2:9][CH2:10][N:11]([CH2:14][c:15]2[c:16](=[O:34])[n:17]([CH2:30][CH:31]3[CH2:32][CH2:33]3)[n:18][c:19](-[c:21]3[cH:22][cH:23][c:24]4[c:25]([cH:29]3)[CH2:26][CH2:27][O:28]4)[cH:20]2)[CH2:12][CH2:13]1)([CH3:5])([CH3:6])[CH3:7].[C:36](=[O:37])([O-:38])[O-:39].[K+:40].[K+:41].[OH2:35].[OH:42][C:43]([C:44]([F:45])([F:46])[F:47])=[O:48]>>[NH:8]1[CH2:9][CH2:10][N:11]([CH2:14][c:15]2[c:16](=[O:34])[n:17]([CH2:30][CH:31]3[CH2:32][CH2:33]3)[n:18][c:19](-[c:21]3[cH:22][cH:23][c:24]4[c:25]([cH:29]3)[CH2:26][CH2:27][O:28]4)[cH:20]2)[CH2:12][CH2:13]1. The reactants are CC(C)(C)OC(=O)N1CCN(Cc2cc(-c3ccc4c(c3)CCO4)nn(CC3CC3)c2=O)CC1, O=C([O-])[O-], [K+], [K+], O, O=C(O)C(F)(F)F. The reactants are [H-].[H-].[H-].[H-].[Li+].[Al+3] (LAH), C(C)(C)(C)OC(CN1CC(CC1)C1=C(C=C(C=C1)S(=O)(=O)C1=CC(=CC=C1)O)C)=O ({3-[4-(3-hydroxy-benzenesulfonyl)-2-methyl-phenyl]-pyrrolidin-1-yl}-acetic acid tert-butyl ester), [O-]S(=O)(=O)[O-].[Na+].[Na+] (Na2SO4). Solvent: C1CCOC1 (THF). Yields the product CC=1C=C(C=CC1C1CN(CC1)C)S(=O)(=O)C=1C=C(C=CC1)O (3-[3-methyl-4-(1-methyl-pyrrolidin-3-yl)-benzenesulfonyl]-phenol). The yield is 62.2%. RXN SMILES: [H-].[H-].[H-].[H-].[Li+].[Al+3].C(OC(=O)[CH2:13][N:14]1[CH2:18][CH2:17][CH:16]([C:19]2[CH:24]=[CH:23][C:22]([S:25]([C:28]3[CH:33]=[CH:32][CH:31]=[C:30]([OH:34])[CH:29]=3)(=[O:27])=[O:26])=[CH:21][C:20]=2[CH3:35])[CH2:15]1)(C)(C)C.[O-]S([O-])(=O)=O.[Na+].[Na+]>C1COCC1>[CH3:35][C:20]1[CH:21]=[C:22]([S:25]([C:28]2[CH:29]=[C:30]([OH:34])[CH:31]=[CH:32][CH:33]=2)(=[O:27])=[O:26])[CH:23]=[CH:24][C:19]=1[CH:16]1[CH2:17][CH2:18][N:14]([CH3:13])[CH2:15]1 |f:0.1.2.3.4.5,7.8.9|. Procedure details: A solution of LAH (1.0 M in THF, 0.51 mL) was added to a solution of {3-[4-(3-hydroxy-benzenesulfonyl)-2-methyl-phenyl]-pyrrolidin-1-yl}-acetic acid tert-butyl ester (85 mg, 0.2036 mmol) in THF (1 mL). The reaction mixture was stirred at reflux for 2 hours, it was cooled to room temperature and Na2SO4. 10H2O was added. The mixture was filtered and the filtrate was evaporated under reduced pressure. The residue was purified via flash chromatography (DCM/MeOH/NH4OH) to give 42 mg of 3-[3-methyl-4-...